describe an organic reaction: reactants, conditions, products, and yield From a dataset of the Open Reaction Database (ORD), a public repository of structured organic reaction records. Yields the product COC1CCC(n2c(=O)n(C)c3c(Cl)nc(-n4cnc5ccc(C#N)cc54)nc32)CC1. RXN SMILES: [Cl:1][c:2]1[c:3]2[nH:4][c:5](=[O:30])[n:6]([CH:22]3[CH2:23][CH2:24][CH:25]([O:28][CH3:29])[CH2:26][CH2:27]3)[c:7]2[n:8][c:9](-[n:11]2[cH:12][n:13][c:14]3[c:15]2[cH:16][c:17]([C:20]#[N:21])[cH:18][cH:19]3)[n:10]1.[I:31][CH3:32]>>[Cl:1][c:2]1[c:3]2[n:4]([CH3:32])[c:5](=[O:30])[n:6]([CH:22]3[CH2:23][CH2:24][CH:25]([O:28][CH3:29])[CH2:26][CH2:27]3)[c:7]2[n:8][c:9](-[n:11]2[cH:12][n:13][c:14]3[c:15]2[cH:16][c:17]([C:20]#[N:21])[cH:18][cH:19]3)[n:10]1. The reactants are COC1CCC(n2c(=O)[nH]c3c(Cl)nc(-n4cnc5ccc(C#N)cc54)nc32)CC1, CI. The reactants are OS(=O)(=O)O (H2SO4), CC(C(=O)C(C(=O)OCC)C(=O)OCC)(C)C1=CC=CC=C1 (diethyl 2-(2-methyl-2-phenylpropanoyl)malonate). Run in CCOC(=O)C (EtOAc). Conditions: temperature 0 celsius, time 2 hour. Product: OC1=C(C(C(C2=CC=CC=C12)(C)C)=O)C(=O)OCC (Ethyl 4-hydroxy-1,1-dimethyl-2-oxo-naphthalene-3-carboxylate). Yield: 57.7%. RXN SMILES: OS(O)(=O)=O.[CH3:6][C:7]([C:22]1[CH:27]=[CH:26][CH:25]=[CH:24][CH:23]=1)([CH3:21])[C:8]([CH:10]([C:16]([O:18]CC)=O)[C:11]([O:13][CH2:14][CH3:15])=[O:12])=[O:9]>CCOC(C)=O>[OH:18][C:16]1[C:23]2[C:22](=[CH:27][CH:26]=[CH:25][CH:24]=2)[C:7]([CH3:21])([CH3:6])[C:8](=[O:9])[C:10]=1[C:11]([O:13][CH2:14][CH3:15])=[O:12]. Procedure details: Concentrated H2SO4 (38.5 mL) was added dropwise via addition funnel to diethyl 2-(2-methyl-2-phenylpropanoyl)malonate (22.1 g, 72.1 mmol) cooled to 0° C. The reaction mixture was stirred for 2 hours at 0° C. and then poured into a flask containing ice, diluted with 400 mL of EtOAc, added to a separatory funnel, partitioned with water, washed 2 times with 100 mL of water, separated, dried over Na2SO4, and concentrated in vacuo to give the title compound (10.82 g) as a white amorphous solid after ... Starting materials: COC(C(=O)N1C(=O)OCC1Cc1ccccc1)C(O)c1ccc(OCCc2nc(-c3ccccc3)oc2C)cc1O[Si](C)(C)C(C)(C)C(C)C, CC[SiH](CC)CC, O=C(O)C(F)(F)F. The product is COC(Cc1ccc(OCCc2nc(-c3ccccc3)oc2C)cc1O[Si](C)(C)C(C)(C)C(C)C)C(=O)N1C(=O)OCC1Cc1ccccc1. RXN SMILES: [CH2:1]([c:2]1[cH:3][cH:4][cH:5][cH:6][cH:7]1)[CH:8]1[N:9]([C:14]([CH:15]([CH:16]([OH:17])[c:18]2[c:19]([O:39][Si:40]([C:41]([CH:42]([CH3:43])[CH3:44])([CH3:45])[CH3:46])([CH3:47])[CH3:48])[cH:20][c:21]([O:24][CH2:25][CH2:26][c:27]3[n:28][c:29](-[c:33]4[cH:34][cH:35][cH:36][cH:37][cH:38]4)[o:30][c:31]3[CH3:32])[cH:22][cH:23]2)[O:49][CH3:50])=[O:51])[C:10](=[O:13])[O:11][CH2:12]1.[CH2:52]([SiH:53]([CH2:54][CH3:55])[CH2:56][CH3:57])[CH3:58].[OH:59][C:60]([C:61]([F:62])([F:63])[F:64])=[O:65]>>[CH2:1]([c:2]1[cH:3][cH:4][cH:5][cH:6][cH:7]1)[CH:8]1[N:9]([C:14]([CH:15]([CH2:16][c:18]2[c:19]([O:39][Si:40]([C:41]([CH:42]([CH3:43])[CH3:44])([CH3:45])[CH3:46])([CH3:47])[CH3:48])[cH:20][c:21]([O:24][CH2:25][CH2:26][c:27]3[n:28][c:29](-[c:33]4[cH:34][cH:35][cH:36][cH:37][cH:38]4)[o:30][c:31]3[CH3:32])[cH:22][cH:23]2)[O:49][CH3:50])=[O:51])[C:10](=[O:13])[O:11][CH2:12]1. The reactants are C(C)(C)(C)OC(=O)N1CCC(CC1)N1C(NC2=C1C=CC(=C2)Cl)=O (4-(5-chloro-2-oxo-2,3-dihydro-benzoimidazol-1-yl)-piperidine-1-carboxylic acid tert-butyl ester), O.C(=O)(C(F)(F)F)O (H2O TFA). Solvent: C(Cl)Cl (CH2Cl2). The product is ClC1=CC2=C(N(C(N2)=O)C2CCNCC2)C=C1 (5-Chloro-1-piperidin-4-yl-1,3-dihydro-benzoimidazol-2-one). Yield: 89.6%. RXN SMILES: C(OC([N:8]1[CH2:13][CH2:12][CH:11]([N:14]2[C:18]3[CH:19]=[CH:20][C:21]([Cl:23])=[CH:22][C:17]=3[NH:16][C:15]2=[O:24])[CH2:10][CH2:9]1)=O)(C)(C)C.O.C(O)(C(F)(F)F)=O>C(Cl)Cl>[Cl:23][C:21]1[CH:20]=[CH:19][C:18]2[N:14]([CH:11]3[CH2:10][CH2:9][NH:8][CH2:13][CH2:12]3)[C:15](=[O:24])[NH:16][C:17]=2[CH:22]=1 |f:1.2|. Procedure: A solution of 4-(5-chloro-2-oxo-2,3-dihydro-benzoimidazol-1-yl)-piperidine-1-carboxylic acid tert-butyl ester (1.50 g, 4.3 mmol) and H2O/TFA 5% (15 mL) in CH2Cl2 (20 ml) was stirred at room temperature for 1 h, after which the solvent was removed in vacuo. The residue was purified by gradient flash chromatography on silica gel (CH2Cl2 to EtOH), yielding an off-white/pinkish solid (0.97 g, 90%).